This data is from the Open Reaction Database (ORD), a public repository of structured organic reaction records. The task is: describe an organic reaction: reactants, conditions, products, and yield Reactants: CC(=O)O, Nc1nnc(Cc2cc(C3OC(COCc4ccccc4)C(OCc4ccccc4)C(OCc4ccccc4)C3OCc3ccccc3)ccc2Cl)s1, Cl, [Cu], O=N[O-], [Na+], O. The product is Clc1nnc(Cc2cc(C3OC(COCc4ccccc4)C(OCc4ccccc4)C(OCc4ccccc4)C3OCc3ccccc3)ccc2Cl)s1. As a reaction SMILES: [CH3:59][C:60](=[O:61])[OH:62].[Cl:1][c:2]1[c:3]([CH2:4][c:5]2[n:6][n:7][c:8]([NH2:10])[s:9]2)[cH:11][c:12]([CH:15]2[O:16][CH:17]([CH2:45][O:46][CH2:47][c:48]3[cH:49][cH:50][cH:51][cH:52][cH:53]3)[CH:18]([O:37][CH2:38][c:39]3[cH:40][cH:41][cH:42][cH:43][cH:44]3)[CH:19]([O:29][CH2:30][c:31]3[cH:32][cH:33][cH:34][cH:35][cH:36]3)[CH:20]2[O:21][CH2:22][c:23]2[cH:24][cH:25][cH:26][cH:27][cH:28]2)[cH:13][cH:14]1.[ClH:58].[Cu:64].[N:54]([O-:55])=[O:56].[Na+:57].[OH2:63]>>[Cl:1][c:2]1[c:3]([CH2:4][c:5]2[n:6][n:7][c:8]([Cl:58])[s:9]2)[cH:11][c:12]([CH:15]2[O:16][CH:17]([CH2:45][O:46][CH2:47][c:48]3[cH:49][cH:50][cH:51][cH:52][cH:53]3)[CH:18]([O:37][CH2:38][c:39]3[cH:40][cH:41][cH:42][cH:43][cH:44]3)[CH:19]([O:29][CH2:30][c:31]3[cH:32][cH:33][cH:34][cH:35][cH:36]3)[CH:20]2[O:21][CH2:22][c:23]2[cH:24][cH:25][cH:26][cH:27][cH:28]2)[cH:13][cH:14]1. Reactants: [OH-].[Na+] (sodium hydroxide), C(C(=O)O)(=O)O.ClC1(CN2CCC1CC2)C=2C(=NSN2)Cl (3-Chloro-3-(3-chloro-1,2,5-thiadiazol-4-yl)-1-azabicylo[2.2.2]-octane oxalate), NO (hydroxylamine), O=P(Cl)(Cl)Cl (POCl3). Run in O (Water), CO (methanol), CO (methanol). Run at temperature 40 celsius, time 18 hour. Yields the product C(\C=C\C(=O)O)(=O)O.NC1=NON=C1C1CN2CCC1CC2 (3-(3-Amino-1,2,5-oxadiazol-4-yl)-1-azabicyclo[2.2.21octane fumarate). RXN SMILES: [C:1](O)(=O)[C:2]([OH:4])=[O:3].Cl[C:8]1([C:16]2[C:17](Cl)=[N:18]S[N:20]=2)[CH:13]2[CH2:14][CH2:15][N:10]([CH2:11][CH2:12]2)[CH2:9]1.[NH2:22][OH:23].[O:24]=P(Cl)(Cl)Cl.[OH-:29].[Na+]>CO.O>[C:2]([OH:4])(=[O:3])/[CH:1]=[CH:16]/[C:17]([OH:24])=[O:29].[NH2:18][C:17]1[C:16]([CH:8]2[CH:13]3[CH2:12][CH2:11][N:10]([CH2:15][CH2:14]3)[CH2:9]2)=[N:20][O:23][N:22]=1 |f:0.1,4.5,8.9|. Reported procedure: To a solution of crude (1-azabicyclo[2.2.21octan-3-yl)hydroxyiminoacetonitrile (10 g, max. 29 mmol) (example 1 C) in methanol (50 ml) was added a methanol solution of hydroxylamine (prepared from NH2OH, HCl (4.2 g, 60 mmol) in methanol (60 ml) and sodium (1.38 g, 60 mmol) in methanol (60 ml)). The reaction mixture was stirred at 40° C. for 18 h and evaporated to give the crude amide oxime derivative. The residue was treated with excess of POCl3 at 45° C. for 18 h. Water and sodium hydroxide was ... Starting materials: ClC(C(=O)C1=CC=C(C=C1)C1=CC=C(C=C1)OCC1=CC=CC=C1)C (2-chloro-4'-(4-benzyloxyphenyl)-propiophenone), CC1=CC=C(CC2CCNCC2)C=C1 (4-(4-methylbenzyl)-piperidine), C([O-])([O-])=O.[Na+].[Na+] (sodium carbonate). Run in C(C)O (ethanol). Reaction conditions: time 8 hour. The product is CC1=CC=C(CC2CCN(CC2)C(C(=O)C2=CC=C(C=C2)OCC2=CC=CC=C2)C)C=C1 (2-[4-(4-Methylbenzyl)-piperidino]-4'-benzyloxypropiophenone). RXN SMILES: ClC(C)C(C1[CH:10]=[CH:9][C:8]([C:11]2[CH:16]=[CH:15][C:14]([O:17][CH2:18][C:19]3[CH:24]=[CH:23][CH:22]=[CH:21][CH:20]=3)=[CH:13][CH:12]=2)=CC=1)=O.[CH3:26][C:27]1[CH:39]=[CH:38][C:30]([CH2:31][CH:32]2[CH2:37][CH2:36][NH:35][CH2:34][CH2:33]2)=[CH:29][CH:28]=1.C(=O)([O-])[O-:41].[Na+].[Na+]>C(O)C>[CH3:26][C:27]1[CH:28]=[CH:29][C:30]([CH2:31][CH:32]2[CH2:37][CH2:36][N:35]([CH:9]([CH3:10])[C:8]([C:11]3[CH:12]=[CH:13][C:14]([O:17][CH2:18][C:19]4[CH:20]=[CH:21][CH:22]=[CH:23][CH:24]=4)=[CH:15][CH:16]=3)=[O:41])[CH2:34][CH2:33]2)=[CH:38][CH:39]=1 |f:2.3.4|. Procedure: 13.7 g (0.05 mol) of 2-chloro-4'-(4-benzyloxyphenyl)-propiophenone are added to a solution of 9.4 g (0.05 mol) of 4-(4-methylbenzyl)-piperidine in 50 ml of ethanol, 5.3 g (0.05 mol) of sodium carbonate are then added and the mixture is heated under reflux for 3 and a half hours and left to stand overnight. The inorganic precipitate is filtered off, the ethanol is evaporated off, the oily residue is taken up in acetone and the acetone is evaporated off. The residual oil is chromatographed on 80 g... The product is CN1SC2=C(C1=O)C=CC=C2 (N-methyl-1,2-benzisothiazolin-3-one). The yield is 77.0%. Reaction conditions: time 90 hour. The solvent is CC(CC)=O (butanone). Reaction SMILES: [Li].[S:2]1[C:6]2[CH:7]=[CH:8][CH:9]=[CH:10][C:5]=2[C:4](=[O:11])[NH:3]1.S(OC)(O[CH3:16])(=O)=O.COC1C2C=CC=CC=2SN=1>CC(=O)CC>[CH3:16][N:3]1[C:4](=[O:11])[C:5]2[CH:10]=[CH:9][CH:8]=[CH:7][C:6]=2[S:2]1 |f:0.1,^1:0|. Reported procedure: To a stirred suspension of 1,2-benzisothiazolin-3-one lithium salt (10.0 g, 63.7 mmol) in butanone (30 ml) was added dropwise dimethyl sulfate (8.4 g, 6.4 ml, 66.9 mmol). The resulting slurry was stirred at room temperature for 90 hours. HPLC analysis showed greater than 96% alkylation of 1,2-benzisothiazolin-3-one lithium salt. The solvent was evaporated and the crude product distilled under reduced pressure to give a combined 77% yield of N-methyl-1,2-benzisothiazolin-3-one and 3-methoxy-1,2-b... Starting materials: COC1=NSC2=C1C=CC=C2 (3-methoxy-1,2-benzisothiazole), [Li].S1NC(C2=C1C=CC=C2)=O (1,2-benzisothiazolin-3-one lithium salt), [Li].S1NC(C2=C1C=CC=C2)=O (1,2-benzisothiazolin-3-one lithium salt), S(=O)(=O)(OC)OC (dimethyl sulfate). Reactants: COC(C1=CN=C(C=C1)N)=O (6-amino-nicotinic acid methyl ester), FC=1C=C(C(=NC1)OC)C=O (5-fluoro-2-methoxy-pyridine-3-carbaldehyde), FC(C(=O)O)(F)F (trifluoroacetic acid), C(C)[SiH](CC)CC (triethylsilane). Run in C(C)#N (acetonitrile), O (water). Yields the product COC(C1=CN=C(C=C1)NCC=1C(=NC=C(C1)F)OC)=O (6-[(5-fluoro-2-methoxy-pyridin-3-ylmethyl)-amino]-nicotinic acid methyl ester). The yield is 83.3%. As a reaction SMILES: [CH3:1][O:2][C:3](=[O:11])[C:4]1[CH:9]=[CH:8][C:7]([NH2:10])=[N:6][CH:5]=1.[F:12][C:13]1[CH:14]=[C:15]([CH:21]=O)[C:16]([O:19][CH3:20])=[N:17][CH:18]=1.FC(F)(F)C(O)=O.C([SiH](CC)CC)C>O.C(#N)C>[CH3:1][O:2][C:3](=[O:11])[C:4]1[CH:9]=[CH:8][C:7]([NH:10][CH2:21][C:15]2[C:16]([O:19][CH3:20])=[N:17][CH:18]=[C:13]([F:12])[CH:14]=2)=[N:6][CH:5]=1. Reported procedure: In a round bottom flask, 6-amino-nicotinic acid methyl ester (90, 0.678 g, 4.46 mmol) was combined with 5-fluoro-2-methoxy-pyridine-3-carbaldehyde (37, 0.532 g, 3.43 mmol), 10.6 mL of acetonitrile, trifluoroacetic acid (1.32 mL, 17.1 mmol) and triethylsilane (3.29 mL, 20.6 mol). The reaction was heated to reflux for 3 hours, then poured into water and extracted with ethyl acetate. The organic layer was washed with brine, dried over sodium sulfate, filtered and the filtrate concentrated under vac... Starting materials: Brc1ccc(Br)nc1, C1CCOC1, c1ccc(P(c2ccccc2)(c2ccccc2)[Pd](P(c2ccccc2)(c2ccccc2)c2ccccc2)(P(c2ccccc2)(c2ccccc2)c2ccccc2)P(c2ccccc2)(c2ccccc2)c2ccccc2)cc1. Yields the product Brc1ccc(C2CC2)nc1. Reaction SMILES: [Br:1][c:2]1[n:3][cH:4][c:5]([Br:8])[cH:6][cH:7]1.[CH2:9]1[CH2:10][CH2:11][CH2:12][O:13]1.[cH:14]1[cH:15][cH:16][c:17]([P:18]([Pd:19]([P:20]([c:21]2[cH:22][cH:23][cH:24][cH:25][cH:26]2)([c:27]2[cH:28][cH:29][cH:30][cH:31][cH:32]2)[c:33]2[cH:34][cH:35][cH:36][cH:37][cH:38]2)([P:39]([c:40]2[cH:41][cH:42][cH:43][cH:44][cH:45]2)([c:46]2[cH:47][cH:48][cH:49][cH:50][cH:51]2)[c:52]2[cH:53][cH:54][cH:55][cH:56][cH:57]2)[P:58]([c:59]2[cH:60][cH:61][cH:62][cH:63][cH:64]2)([c:65]2[cH:66][cH:67][cH:68][cH:69][cH:70]2)[c:71]2[cH:72][cH:73][cH:74][cH:75][cH:76]2)([c:77]2[cH:78][cH:79][cH:80][cH:81][cH:82]2)[c:83]2[cH:84][cH:85][cH:86][cH:87][cH:88]2)[cH:89][cH:90]1>>[c:2]1([CH:10]2[CH2:11][CH2:12]2)[n:3][cH:4][c:5]([Br:8])[cH:6][cH:7]1. Reactants: N(C(=O)C)C1=CC=C(C=C1)O (p-Acetaminophenol), [OH-].[K+] (potassium hydroxide), O=[Si]=O (quartz sand), C(=O)=O (CO2). Run at temperature 220 celsius. Product: NC1=CC=C(C(C(=O)O)=C1)O (5-aminosalicylic acid). The yield is 90.0%. Reaction SMILES: [NH:1]([C:5]1[CH:10]=[CH:9][C:8]([OH:11])=[CH:7][CH:6]=1)C(C)=O.[OH-].[K+].O=[Si]=O.[C:17](=[O:19])=[O:18]>>[NH2:1][C:5]1[CH:6]=[C:7]([C:17]([OH:19])=[O:18])[C:8]([OH:11])=[CH:9][CH:10]=1 |f:1.2|. Procedure: p-Acetaminophenol 15 g, potassium hydroxide 60 g, and quartz sand 90 g were added into a 500 ml autoclave, and CO2 was introduced to perform a carboxylation reaction under a reaction pressure of 5.0 MPa and heated to 220° C., maintained for 1 hour, then the reaction was terminated, cooled to 80° C., and 1500 ml distilled water was added to dissolve potassium 5-aminosalicylate. After decolorization, the aqueous phase was acidified with 20˜30% hydrochloric acid until pH=4, cooled and then filtered... Starting materials: C1=CC=CC1 (cyclopentadiene), C(C=C)(=O)OC(C)(C)C (t-butyl acrylate), O1CCCC1 (tetrahydrofuran). The product is C12C(CC(C=C1)C2)C(=O)OC(C)(C)C (t-butyl 5-norbornene-2-carboxylate). Yield: 90.0%. RXN SMILES: [CH:1]1[CH2:5][CH:4]=[CH:3][CH:2]=1.[C:6]([O:10][C:11]([CH3:14])([CH3:13])[CH3:12])(=[O:9])C=C.O1CC[CH2:17][CH2:16]1>>[CH:2]12[CH2:1][CH:5]([CH:16]=[CH:17]1)[CH2:4][CH:3]2[C:6]([O:10][C:11]([CH3:14])([CH3:13])[CH3:12])=[O:9]. Procedure details: 66 g of cyclopentadiene is first put in a reactor and then mixed with 500 g of tetrahydrofuran. 128 g of t-butyl acrylate is added to the reactor. Thereafter, these reactants are subjected to a reaction at a temperature of −30 to 60° C. for 10 hrs with stirring. After the completion of the reaction, the solvent is vaporized in vacuo by use of a rotary evaporator, then vacuum distilled to produce the subject compound: yield is 90%.